From a dataset of the Open Reaction Database (ORD), a public repository of structured organic reaction records. describe an organic reaction: reactants, conditions, products, and yield Starting materials: N(N)C(=O)OC (methyl hydrazinocarboxylate), CN=C=S (methyl isothiocyanate), C(Cl)Cl (methylene chloride), C(Cl)Cl (methylene chloride). Conditions: temperature 40 celsius, time 8 hour. Yields the product CN(NC(=S)NC)C(=O)O (1-Methylcarboxy-4-methyl-thiosemicarbazide). Reaction SMILES: [NH:1]([C:3]([O:5]C)=[O:4])[NH2:2].[CH3:7][N:8]=[C:9]=[S:10].[CH2:11](Cl)Cl>>[CH3:11][N:1]([C:3]([OH:5])=[O:4])[NH:2][C:9]([NH:8][CH3:7])=[S:10]. Procedure: To a stirred mixture of 20 g (0.22, 0.2 mole) methyl hydrazinocarboxylate in 150 ml methylene chloride, 14.6 g (0.2 mole) methyl isothiocyanate in 50 ml methylene chloride was added dropwise. The reaction mixture was refluxed at about 40° C. for 0.5 hour, was allowed to stir overnight at ambient temperature, and was refluxed an additional 2 hours. The reaction mixture was cooled, vacuum filtered and the solids were dried to give 27.2 g of the above-identified product. Starting materials: C1=C(C=CC2=CC=CC=C12)OCC(=O)O ((2-Naphthoxy)acetic acid), NCC1=CC=C(C=C1)C(=O)O (alpha-amino-p-toluic acid), Cl[Si](C)(C)C (chlorotrimethylsilane), C(=O)(N1C=NC=C1)N1C=NC=C1 (1,1'-carbonyldiimidazole), final mixture, Cl (HCl). Solvent: C(Cl)Cl (methylene chloride), C(C)N(CC)CC (triethylamine), C(Cl)Cl (methylene chloride). Run at time 3 hour. The product is C(=O)(O)C1=CC=C(CNC(COC2=CC3=CC=CC=C3C=C2)=O)C=C1 (N-(4-Carboxybenzyl)-[2-naphthoxy)acetamide). Reaction SMILES: [CH:1]1[C:10]2[C:5](=[CH:6][CH:7]=[CH:8][CH:9]=2)[CH:4]=[CH:3][C:2]=1[O:11][CH2:12][C:13]([OH:15])=O.C(N1C=CN=C1)(N1C=CN=C1)=O.[NH2:28][CH2:29][C:30]1[CH:35]=[CH:34][C:33]([C:36]([OH:38])=[O:37])=[CH:32][CH:31]=1.Cl[Si](C)(C)C.Cl>C(Cl)Cl.C(N(CC)CC)C>[C:36]([C:33]1[CH:34]=[CH:35][C:30]([CH2:29][NH:28][C:13](=[O:15])[CH2:12][O:11][C:2]2[CH:3]=[CH:4][C:5]3[C:10](=[CH:9][CH:8]=[CH:7][CH:6]=3)[CH:1]=2)=[CH:31][CH:32]=1)([OH:38])=[O:37]. Reported procedure: (2-Naphthoxy)acetic acid (8.5 g) is suspended in 160 mL methylene chloride and treated with 1,1'-carbonyldiimidazole (6.8 g) which is added in small portions. After stirring for 3 hrs at room temperature under a nitrogen atmosphere, the mixture is added dropwise to a previously prepared solution of alpha-amino-p-toluic acid (1.4 g), chlorotrimethylsilane (10 mL), and triethylamine (11 mL) in 250 mL methylene chloride at 0° C. The final mixture is stirred at room temperature under a nitrogen atmo... Reactants: NC[C@@H](C)O ((R)-1-amino-2-propanol), ClC1=C(C=CC(=C1)NC1=NC=NC2=CC=CC(=C12)F)O (2-chloro-4-[(5-fluoroquinazolin-4-yl)amino]phenol), ClC=1C=C(C=CC1OCC1=NC=CC=C1)NC1=NC=NC2=CC=CC(=C12)OCCNC (N-[3-chloro-4-(pyridin-2-ylmethoxy)phenyl]-5-[2-(methylamino)ethoxy]quinazolin-4-amine). Product: NC[C@H](OC1=C2C(=NC=NC2=CC=C1)NC1=CC(=C(C=C1)O)Cl)C (4-({5-[(1R)-2-amino-1-methylethoxy]quinazolin-4-yl}amino)-2-chlorophenol). Yield: 64.0%. Reaction SMILES: [NH2:1][CH2:2][C@H:3]([OH:5])[CH3:4].[Cl:6][C:7]1[CH:12]=[C:11]([NH:13][C:14]2[C:23]3[C:18](=[CH:19][CH:20]=[CH:21][C:22]=3F)[N:17]=[CH:16][N:15]=2)[CH:10]=[CH:9][C:8]=1[OH:25].ClC1C=C(NC2C3C(=CC=CC=3OCCNC)N=CN=2)C=CC=1OCC1C=CC=CN=1>>[NH2:1][CH2:2][C@@H:3]([CH3:4])[O:5][C:22]1[CH:21]=[CH:20][CH:19]=[C:18]2[C:23]=1[C:14]([NH:13][C:11]1[CH:10]=[CH:9][C:8]([OH:25])=[C:7]([Cl:6])[CH:12]=1)=[N:15][CH:16]=[N:17]2. Procedure: (R)-1-amino-2-propanol was reacted with 2-chloro-4-[(5-fluoroquinazolin-4-yl)amino]phenol (prepared as described in Example 4-4, preparation of starting materials) using an analogous process to that described Example 1 for the preparation of N-[3-chloro-4-(pyridin-2-ylmethoxy)phenyl]-5-[2-(methylamino)ethoxy]quinazolin-4-amine) to give 4-({5-[(1R)-2-amino-1-methylethoxy]quinazolin-4-yl}amino)-2-chlorophenol in 64% yield; NMR spectrum (DMSO-d6) 1.39 (d, 3H), 2.88-3.03 (m, 2H), 3.72-3.85 (m, 1H), ... Starting materials: NC1=NNC2=NC=NC(=C21)NC2=CC(=CC=C2)Cl (3amino-4-(3-chlorophenylamino)-1H-pyrazolo[3,4-d]pyrimidine), CN1N=C(N=N1)C1=CC=C(C=O)C=C1 (4-(2-methyl-2H-tetrazol-5-yl)-benzaldehyde), C(C)(=O)O (acetic acid), two, [BH3-]C#N.[Na+] (NaCNBH3). Run in CN1CCN(C1=O)C.CO (DMEU methanol). Yields the product ClC=1C=C(C=CC1)NC1=C2C(=NC=N1)NN=C2NCC2=CC=C(C=C2)C=2N=NN(N2)C (4-(3-Chloro-phenylamino)-3-[4-(2-methyl-tetrazol-5-yl)-benzylamino]-1H-pyrazolo[3,4-d]pyrimidine). Reaction SMILES: [NH2:1][C:2]1[C:10]2[C:5](=[N:6][CH:7]=[N:8][C:9]=2[NH:11][C:12]2[CH:17]=[CH:16][CH:15]=[C:14]([Cl:18])[CH:13]=2)[NH:4][N:3]=1.[CH3:19][N:20]1[N:24]=[N:23][C:22]([C:25]2[CH:32]=[CH:31][C:28]([CH:29]=O)=[CH:27][CH:26]=2)=[N:21]1.C(O)(=O)C.[BH3-]C#N.[Na+]>CN1C(=O)N(C)CC1.CO>[Cl:18][C:14]1[CH:13]=[C:12]([NH:11][C:9]2[N:8]=[CH:7][N:6]=[C:5]3[NH:4][N:3]=[C:2]([NH:1][CH2:29][C:28]4[CH:27]=[CH:26][C:25]([C:22]5[N:23]=[N:24][N:20]([CH3:19])[N:21]=5)=[CH:32][CH:31]=4)[C:10]=23)[CH:17]=[CH:16][CH:15]=1 |f:3.4,5.6|. Procedure details: Analogously to Example 34, 261 mg (1.00 mmol) of 3amino-4-(3-chlorophenylamino)-1H-pyrazolo[3,4-d]pyrimidine (see Step 1.6), 282 mg (1.5 mmol) of 4-(2-methyl-2H-tetrazol-5-yl)-benzaldehyde and 180 mg of acetic acid are stirred in 39 ml of DMEU/methanol (1:2) at RT for 1 hour and then reacted with two 440 mg (7 mmol) portions of NaCNBH3. 4-(3-Chloro-phenylamino)-3-[4-(2-methyl-tetrazol-5-yl)-benzylamino]-1H-pyrazolo[3,4-d]pyrimidine is obtained; m.p. 232-235° C.; HPLC: tRet(grad20-100/20)=11.4; F... Starting materials: C(C)(C)(C)OC(C(CN)C1=CC=C(C=C1)F)=O (3-amino-2-(4-fluoro-phenyl)-propionic acid tert-butyl ester), C(=O)(C(F)(F)F)O (TFA), C(Cl)Cl (DCM). Reaction conditions: time 1.5 hour. The product is Cl (HCl), NCC(C(=O)O)C1=CC=C(C=C1)F (3-amino-2-(4-fluoro-phenyl)-propionic acid). RXN SMILES: C([O:5][C:6](=[O:17])[CH:7]([C:10]1[CH:15]=[CH:14][C:13]([F:16])=[CH:12][CH:11]=1)[CH2:8][NH2:9])(C)(C)C.C(O)(C(F)(F)F)=O.C(Cl)[Cl:26]>>[ClH:26].[NH2:9][CH2:8][CH:7]([C:10]1[CH:11]=[CH:12][C:13]([F:16])=[CH:14][CH:15]=1)[C:6]([OH:17])=[O:5]. Reported procedure: A mixture of 3-amino-2-(4-fluoro-phenyl)-propionic acid tert-butyl ester (1.3 g) and TFA (10 mL) in DCM (10 mL) was stirred at rt for 1.5 h. Then concentrated, HCl aqueous solution (50 mL, 2 M) was added and concentrated; then acetonitrile was added, and concentrated; then ether was added, solids were collected via filtration and air dried to give HCl salt of 3-amino-2-(4-fluoro-phenyl)-propionic acid (1.21 g). Starting materials: CC(=O)Cl, CC(C)(C#N)c1cccc(C(=O)Nc2cccc(Oc3ccc4nc(NC(=O)C5CC5)sc4c3C#N)c2)c1Cl, C1CCOC1, c1ccncc1. The product is CC(=O)Nc1nc2ccc(Oc3cccc(NC(=O)c4cccc(C(C)(C)C#N)c4Cl)c3)c(C#N)c2s1. As a reaction SMILES: [CH3:46][C:47](=[O:48])[Cl:49].[Cl:1][c:2]1[c:3]([C:4](=[O:5])[NH:6][c:7]2[cH:8][c:9]([O:13][c:14]3[c:15]([C:29]#[N:30])[c:16]4[c:17]([n:18][c:19]([NH:21][C:22](=[O:23])[CH:24]5[CH2:25][CH2:26]5)[s:20]4)[cH:27][cH:28]3)[cH:10][cH:11][cH:12]2)[cH:31][cH:32][cH:33][c:34]1[C:35]([CH3:36])([CH3:37])[C:38]#[N:39].[O:50]1[CH2:51][CH2:52][CH2:53][CH2:54]1.[cH:40]1[cH:41][cH:42][n:43][cH:44][cH:45]1>>[Cl:1][c:2]1[c:3]([C:4](=[O:5])[NH:6][c:7]2[cH:8][c:9]([O:13][c:14]3[c:15]([C:29]#[N:30])[c:16]4[c:17]([n:18][c:19]([NH:21][C:22](=[O:23])[CH3:24])[s:20]4)[cH:27][cH:28]3)[cH:10][cH:11][cH:12]2)[cH:31][cH:32][cH:33][c:34]1[C:35]([CH3:36])([CH3:37])[C:38]#[N:39]. The reactants are C(C1=CC=CC=C1)(C1=CC=CC=C1)(C1=CC=CC=C1)N1C=NC(=C1)C(C(C)C)=O (1-(1-trityl-1H-imidazol-4-yl)-2-methyl-1-propanone), C1=CC=C(C(=C1)Br)Br (O-dibromobenzene). Product: BrC=1C=C(C=CC1)C(C(C)C)(O)C=1N=CN(C1)C(C1=CC=CC=C1)(C1=CC=CC=C1)C1=CC=CC=C1 (1-(3-bromophenyl)-2-methyl-1-(1-trityl-1H-imidazol-4-yl)-1-propanol). Yield: 76.5%. As a reaction SMILES: [C:1]([N:20]1[CH:24]=[C:23]([C:25](=[O:29])[CH:26]([CH3:28])[CH3:27])[N:22]=[CH:21]1)([C:14]1[CH:19]=[CH:18][CH:17]=[CH:16][CH:15]=1)([C:8]1[CH:13]=[CH:12][CH:11]=[CH:10][CH:9]=1)[C:2]1[CH:7]=[CH:6][CH:5]=[CH:4][CH:3]=1.[CH:30]1[CH:35]=[C:34](Br)[C:33]([Br:37])=[CH:32][CH:31]=1>>[Br:37][C:33]1[CH:34]=[C:35]([C:25]([C:23]2[N:22]=[CH:21][N:20]([C:1]([C:14]3[CH:19]=[CH:18][CH:17]=[CH:16][CH:15]=3)([C:8]3[CH:9]=[CH:10][CH:11]=[CH:12][CH:13]=3)[C:2]3[CH:7]=[CH:6][CH:5]=[CH:4][CH:3]=3)[CH:24]=2)([OH:29])[CH:26]([CH3:28])[CH3:27])[CH:30]=[CH:31][CH:32]=1. Reported procedure: By the reaction in the same manner as in Example 1-(ii) using 1-(1-trityl-1H-imidazol-4-yl)-2-methyl-1-propanone (34.90 g) and O-dibromobenzene (50.7 g), the title compound (37.7 g) was obtained as a colorless solid.